From a dataset of the Open Reaction Database (ORD), a public repository of structured organic reaction records. describe an organic reaction: reactants, conditions, products, and yield The solvent is O (water). Product: C(CC)[C@]12[C@H](CC[C@H]2[C@H]2[C@H](CC1)[C@H]1CCC(C=C1CC2)=O)O (13β-n-propyl-17β-hydroxy-gon-4-en-3-one). Reactants: Cl (hydrochloric acid), C(CC)[C@]12[C@H](CC[C@H]2[C@H]2[C@H](CC1)C=1CC=C(CC1CC2)OC)O (13β-n-propyl-3-methoxy-gona-2,5(10)-dien-17β-ol), CO (methanol). The yield is 13.7%. RXN SMILES: Cl.[CH2:2]([C@:5]12[CH2:13][CH2:12][C@@H:11]3[C:14]4[CH2:15][CH:16]=[C:17]([O:22]C)[CH2:18][C:19]=4[CH2:20][CH2:21][C@H:10]3[C@@H:9]1[CH2:8][CH2:7][C@@H:6]2[OH:24])[CH2:3][CH3:4].CO>O>[CH2:2]([C@:5]12[CH2:13][CH2:12][C@@H:11]3[C@@H:14]4[C:19]([CH2:20][CH2:21][C@H:10]3[C@@H:9]1[CH2:8][CH2:7][C@@H:6]2[OH:24])=[CH:18][C:17](=[O:22])[CH2:16][CH2:15]4)[CH2:3][CH3:4]. Procedure details: Add 3N hydrochloric acid (1 cc.) to a solution of 13β-n-propyl-3-methoxy-gona-2,5(10)-dien-17β-ol (0.61 g.) in boiling methanol (70 cc.) and cool the mixture immediately and allow to stand for 41/2 hours. Pour the product into water (300 cc.) and extract the mixture with ether; work up in the usual way to give as residue an amorphous solid (0.6 g.). Crystallize this solid from a mixture of ether and hexane. Take up the resulting solid in benzene (20 cc.) and chromatograph on a column of neutral ...